This data is from the Open Reaction Database (ORD), a public repository of structured organic reaction records. The task is: describe an organic reaction: reactants, conditions, products, and yield The product is C(C1=CC=CC=C1)OC1=CC=C(CO\N=C(/CCC(=O)O)\C2=CC=CC=C2)C=C1 (E-4-(4-benzyloxybenzyloxyimino)-4-phenylbutyric acid). Reactants: Cl (hydrochloric acid), O.[OH-].[Li+] (Lithium hydroxide monohydrate), C(C1=CC=CC=C1)OC1=CC=C(CO\N=C(/CCC(=O)OC)\C2=CC=CC=C2)C=C1 (methyl E-4-(4-benzyloxybenzyloxyimino)-4-phenylbutyrate), O (water). Reaction conditions: time 2 hour. Reaction SMILES: O.[OH-].[Li+].[CH2:4]([O:11][C:12]1[CH:33]=[CH:32][C:15]([CH2:16][O:17]/[N:18]=[C:19](/[C:26]2[CH:31]=[CH:30][CH:29]=[CH:28][CH:27]=2)\[CH2:20][CH2:21][C:22]([O:24]C)=[O:23])=[CH:14][CH:13]=1)[C:5]1[CH:10]=[CH:9][CH:8]=[CH:7][CH:6]=1.O.Cl>O1CCCC1.CO>[CH2:4]([O:11][C:12]1[CH:33]=[CH:32][C:15]([CH2:16][O:17]/[N:18]=[C:19](/[C:26]2[CH:31]=[CH:30][CH:29]=[CH:28][CH:27]=2)\[CH2:20][CH2:21][C:22]([OH:24])=[O:23])=[CH:14][CH:13]=1)[C:5]1[CH:6]=[CH:7][CH:8]=[CH:9][CH:10]=1 |f:0.1.2|. Isolated yield 72.5%. Run in O1CCCC1 (tetrahydrofuran), CO (methanol). Procedure: Lithium hydroxide monohydrate (70.7 mg) was added to a solution of methyl E-4-(4-benzyloxybenzyloxyimino)-4-phenylbutyrate (340 mg) in tetrahydrofuran (6 ml)-water (4 ml)-methanol (4 ml) and stirred at room temperature for 2 hours. 1N hydrochloric acid (1.8 ml) was added to the reaction mixture and extracted with ethyl acetate. The ethyl acetate layer was washed with an aqueous saturated solution of sodium chloride, dried (MgSO4) and concentrated. The residue was recrystallized from ethyl acetat... Starting materials: D1, COC1=C(CON2C(NC3=C(C2=O)SC2=C3C=C(C=C2)[N+](=O)[O-])=O)C=CC(=C1)OC (3-(2,4-Dimethoxy-benzyloxy)-8-nitro-1H-benzo[4,5]thieno[3,2-d]pyrimidine-2,4-dione), C1(=CC=CC=C1)C1=C(CBr)C=CC=C1 (2-phenylbenzyl bromide). The product is C1(=C(C=CC=C1)CN1C(N(C(C2=C1C1=C(S2)C=CC(=C1)[N+](=O)[O-])=O)O)=O)C1=CC=CC=C1 (1-Biphenyl-2-ylmethyl-3-hydroxy-8-nitro-1H-benzo[4,5]thieno[3,2-d]pyrimidine-2,4-dione). As a reaction SMILES: COC1C=C(OC)C=CC=1C[O:6][N:7]1[C:12](=[O:13])[C:11]2[S:14][C:15]3[CH:20]=[CH:19][C:18]([N+:21]([O-:23])=[O:22])=[CH:17][C:16]=3[C:10]=2[NH:9][C:8]1=[O:24].[C:31]1([C:37]2[CH:44]=[CH:43][CH:42]=[CH:41][C:38]=2[CH2:39]Br)[CH:36]=[CH:35][CH:34]=[CH:33][CH:32]=1>>[C:37]1([C:31]2[CH:32]=[CH:33][CH:34]=[CH:35][CH:36]=2)[CH:44]=[CH:43][CH:42]=[CH:41][C:38]=1[CH2:39][N:9]1[C:10]2[C:16]3[CH:17]=[C:18]([N+:21]([O-:23])=[O:22])[CH:19]=[CH:20][C:15]=3[S:14][C:11]=2[C:12](=[O:13])[N:7]([OH:6])[C:8]1=[O:24]. Reported procedure: Following general procedure B2 and D1, 3-(2,4-Dimethoxy-benzyloxy)-8-nitro-1H-benzo[4,5]thieno[3,2-d]pyrimidine-2,4-dione was alkylated with 2-phenylbenzyl bromide and subsequently deprotected to provide the title compound as a light yellow solid. 1H NMR (d6-DMSO, 300 MHz) δ 5.53 (s, 2H); 7.20-7.57 (m, 9H); 8.29 (dd, J1=9 Hz, J2=2 Hz, 1H); 8.36 (d, J=2 Hz, 1H); 8.40 (d, J=9 Hz, 1H); Ret. time=3.14 min., m/z=444.0. The product is CC(C)CCOCCCCOCCCCCCBr. Reaction SMILES: [Br:12][CH2:13][CH2:14][CH2:15][CH2:16][CH2:17][CH2:18][Br:19].[CH2:1]([CH2:2][CH:3]([CH3:4])[CH3:5])[O:6][CH2:7][CH2:8][CH2:9][CH2:10][OH:11]>>[CH2:1]([CH2:2][CH:3]([CH3:4])[CH3:5])[O:6][CH2:7][CH2:8][CH2:9][CH2:10][O:11][CH2:18][CH2:17][CH2:16][CH2:15][CH2:14][CH2:13][Br:12]. Starting materials: BrCCCCCCBr, CC(C)CCOCCCCO. The reactants are BrC=1C=C(C=CC1)B(O)O (3-bromophenyl boronic acid), N1=CC=CC=C1 (pyridine), C(C)(C)OC(NC1CCC(CC1)NC(C1=CC(=CC(=C1)O)OC1=CC=C(C=C1)C#N)=O)=O ({4-[3-(4-Cyano-phenoxy)-5-hydroxy-benzoylamino]-cyclohexyl}-carbamic acid isopropyl ester). Reagents/catalysts: C(C)(=O)[O-].[Cu+2].C(C)(=O)[O-] (copper acetate). Run in ClCCl (dichloromethane), ClCCl (dichloromethane). Conditions: time 20 hour. The product is C(C)(C)(C)OC(NC1CCC(CC1)NC(C1=CC(=CC(=C1)OC1=CC=C(C=C1)C#N)OC1=CC(=CC=C1)Br)=O)=O ({4-[3-(3-Bromo-phenoxy)-5-(4-cyano-phenoxy)-benzoylamino]-cyclohexyl}-carbamic Acid Tert-butyl Ester). Isolated yield 22.5%. As a reaction SMILES: [CH:1]([O:4][C:5](=[O:32])[NH:6][CH:7]1[CH2:12][CH2:11][CH:10]([NH:13][C:14](=[O:31])[C:15]2[CH:20]=[C:19]([OH:21])[CH:18]=[C:17]([O:22][C:23]3[CH:28]=[CH:27][C:26]([C:29]#[N:30])=[CH:25][CH:24]=3)[CH:16]=2)[CH2:9][CH2:8]1)([CH3:3])[CH3:2].[Br:33][C:34]1[CH:35]=[C:36](B(O)O)[CH:37]=[CH:38][CH:39]=1.N1C=CC=C[CH:44]=1>ClCCl.C([O-])(=O)C.[Cu+2].C([O-])(=O)C>[C:1]([O:4][C:5](=[O:32])[NH:6][CH:7]1[CH2:12][CH2:11][CH:10]([NH:13][C:14](=[O:31])[C:15]2[CH:16]=[C:17]([O:22][C:23]3[CH:28]=[CH:27][C:26]([C:29]#[N:30])=[CH:25][CH:24]=3)[CH:18]=[C:19]([O:21][C:38]3[CH:37]=[CH:36][CH:35]=[C:34]([Br:33])[CH:39]=3)[CH:20]=2)[CH2:9][CH2:8]1)([CH3:44])([CH3:3])[CH3:2] |f:4.5.6|. Procedure details: {4-[3-(4-Cyano-phenoxy)-5-hydroxy-benzoylamino]-cyclohexyl}-carbamic acid isopropyl ester (1.0 g, 2.2 mmol) and copper acetate (0.4 g, 2.2 mmol), dissolved in 30 ml of dichloromethane, were charged in a 100 ml capacity seal-tube. 3-bromophenyl boronic acid (0.667 g, 3.32 mmol), 4 Å molecular sieves (3.0 g) and 0.438 g (5.53 mmol) of pyridine, in 20 ml of dichloromethane, was added to the reaction mixture in a sealed-tube and reaction mixture was stirred at RT for 20 h. After reaction completion ... RXN SMILES: [CH3:19][CH:20]([NH2:21])[c:22]1[cH:23][cH:24][cH:25][cH:26][cH:27]1.[CH3:28][CH2:29][O:30][C:31]([CH3:32])=[O:33].[F:1][c:2]1[cH:3][cH:4][c:5]([CH2:8][CH2:9][C:10]([CH2:11][C:12](=[O:13])[OH:14])([CH:15]([CH3:16])[CH3:17])[OH:18])[cH:6][cH:7]1>>[F:1][c:2]1[cH:3][cH:4][c:5]([CH2:8][CH2:9][C:10]([CH2:11][C:12](=[O:13])[OH:14])([CH:15]([CH3:16])[CH3:17])[OH:18])[c:6]([CH3:19])[cH:7]1. Reactants: CC(N)c1ccccc1, CCOC(C)=O, CC(C)C(O)(CCc1ccc(F)cc1)CC(=O)O. Yields the product Cc1cc(F)ccc1CCC(O)(CC(=O)O)C(C)C. The reactants are C(C)(C)OCC1CO1 (isopropylglycidyl ether), CC(CC1=CC=C(C=C1)OC)(C)N (1,1-dimethyl-2-(4-methoxyphenyl)ethylamine). The product is OC(CNC(CC1=CC=C(C=C1)OC)(C)C)COC(C)C (N-(2-Hydroxy-3-isopropoxypropyl)-1,1-dimethyl-2-(4-methoxyphenyl)ethylamine). Yield: 17.9%. RXN SMILES: [CH:1]([O:4][CH2:5][CH:6]1[O:8][CH2:7]1)([CH3:3])[CH3:2].[CH3:9][C:10]([NH2:21])([CH3:20])[CH2:11][C:12]1[CH:17]=[CH:16][C:15]([O:18][CH3:19])=[CH:14][CH:13]=1>>[OH:8][CH:6]([CH2:5][O:4][CH:1]([CH3:2])[CH3:3])[CH2:7][NH:21][C:10]([CH3:20])([CH3:9])[CH2:11][C:12]1[CH:17]=[CH:16][C:15]([O:18][CH3:19])=[CH:14][CH:13]=1. Procedure: Using the method of Example 15, supra, isopropylglycidyl ether (126 μL, 1.0 mmol) and 1,1-dimethyl-2-(4-methoxyphenyl)ethylamine (197 mg, 1.1 mmol) were used to prepare 53 mg of the title compound as a clear, colorless oil; GC/EI-MS, m/z (rel. int.) 296 (M+1, 0.2), 280 (1.4), 222 (1.5), 174 (100), 132 (12), 121(24); 1H-NMR (CDCl3) δ 7.03 (2H, d, J=8.4), 6.77 (2H, d, J=8.4), 3.72 (3H, s), 3.70 (1H, m), 3.53 (1H, m), 3.38 (2H, m), 2.80 (1H, broad s), 2.73 (2H, m), 2.58 (4H, m) 1.09 (6H, m), 1.01 (... The reactants are CO, CC(C)CC(C(=O)NN1C(=O)CN(C)C1=O)C(CC=Cc1ccccc1)C(=O)NOC1CCCCO1, O, Cc1ccc(S(=O)(=O)O)cc1. The product is CC(C)CC(C(=O)NN1C(=O)CN(C)C1=O)C(CC=Cc1ccccc1)C(=O)NO. As a reaction SMILES: [CH3:49][OH:50].[O:1]1[CH2:2][CH2:3][CH2:4][CH2:5][CH:6]1[O:7][NH:8][C:9](=[O:10])[CH:11]([CH2:12][CH:13]=[CH:14][c:15]1[cH:16][cH:17][cH:18][cH:19][cH:20]1)[CH:21]([C:22](=[O:23])[NH:24][N:25]1[C:26](=[O:32])[N:27]([CH3:31])[CH2:28][C:29]1=[O:30])[CH2:33][CH:34]([CH3:35])[CH3:36].[OH2:37].[c:38]1([CH3:39])[cH:40][cH:41][c:42]([S:43]([OH:44])(=[O:45])=[O:46])[cH:47][cH:48]1>>[OH:7][NH:8][C:9](=[O:10])[CH:11]([CH2:12][CH:13]=[CH:14][c:15]1[cH:16][cH:17][cH:18][cH:19][cH:20]1)[CH:21]([C:22](=[O:23])[NH:24][N:25]1[C:26](=[O:32])[N:27]([CH3:31])[CH2:28][C:29]1=[O:30])[CH2:33][CH:34]([CH3:35])[CH3:36]. Yield: 97.7%. Solvent: C(C)O (ethanol). Conditions: time 2 hour. Procedure details: To a mixture of mercury (II) oxide (3.1 g, 14 mmol), sodium sulphate (2.4 g, 16 mmol) and sat potassium hydroxide in ethanol (3 ml) was added a solution of 10 (3.2 g, 12 mmol) in dry TIM (20 ml). The mixture was stirred in the dark for 2 h. then filtered through a celite pad. Concentration of the filtrate in vacuo yielded 11 (3.1 g, 100%) as a dark red oil; δH (CDCl3) 3.90-3.94 (m, 2H, OCH2CH═CH2), 4.38 (s, 2H, ArCH2O), 5.05-5.26 (m, 2H, OCH2CH═CH2), 5.74-5.94 (m, 1H, OCH2CH═CH2), 7.12-7.36 (m, ... RXN SMILES: S([O-])([O-])(=O)=O.[Na+].[Na+].[OH-].[K+].[CH2:10]([O:13][CH2:14][C:15]1[CH:20]=[CH:19][C:18]([C:21](=[N:28][NH2:29])[C:22]2[CH:27]=[CH:26][CH:25]=[CH:24][CH:23]=2)=[CH:17][CH:16]=1)[CH:11]=[CH2:12]>C(O)C.[Hg]=O>[CH2:10]([O:13][CH2:14][C:15]1[CH:20]=[CH:19][C:18]([C:21](=[N+:28]=[N-:29])[C:22]2[CH:27]=[CH:26][CH:25]=[CH:24][CH:23]=2)=[CH:17][CH:16]=1)[CH:11]=[CH2:12] |f:0.1.2,3.4|. Reactants: [OH-].[K+] (potassium hydroxide), C(C=C)OCC1=CC=C(C=C1)C(C1=CC=CC=C1)=NN ([(4-(Allyloxylmethyl)phenyl)(phenyl)methylene]hydrazine), S(=O)(=O)([O-])[O-].[Na+].[Na+] (sodium sulphate). Reagents/catalysts: [Hg]=O (mercury (II) oxide). Yields the product C(C=C)OCC1=CC=C(C=C1)C(C1=CC=CC=C1)=[N+]=[N-] (1-(allyloxymethyl)-4-(diazo(phenyl)methyl)benzene).